Dataset: the Open Reaction Database (ORD), a public repository of structured organic reaction records. Task: describe an organic reaction: reactants, conditions, products, and yield Yields the product C(C)(C)(C)OC(=O)N1C[C@@H](OC[C@@H]1C=O)OCC(C)(C)C ((2R,5R)-2-(2,2-Dimethylpropoxy)-5-formylmorpholine-4-carboxylic acid tert-butyl ester). Procedure details: Add pyridine sulfur trioxide complex (4.82 g, 30.26 mmol) to (2R,5S)-2-(2,2-dimethylpropoxy)-5-hydroxymethylmorpholine-4-carboxylic acid tert-butyl ester (5.10 g, 16.81 mmol) and N,N-diisopropylethylamine (7.61 g, 58.83 mmol) in dimethylsulfoxide (42 mL) and dichloromethane (8 mL) at −4° C. Stir 20 minutes, pour into ice cold saturated aqueous sodium chloride. Extract with 10% ethyl acetate/hexanes. Wash with 0.1 N aqueous citric-acid and saturated aqueous sodium chloride. Dry (magnesium sulfate... RXN SMILES: [C:1]([O:5][C:6]([N:8]1[C@@H:13]([CH2:14][OH:15])[CH2:12][O:11][C@@H:10]([O:16][CH2:17][C:18]([CH3:21])([CH3:20])[CH3:19])[CH2:9]1)=[O:7])([CH3:4])([CH3:3])[CH3:2].C(N(CC)C(C)C)(C)C>CS(C)=O.ClCCl>[C:1]([O:5][C:6]([N:8]1[C@@H:13]([CH:14]=[O:15])[CH2:12][O:11][C@@H:10]([O:16][CH2:17][C:18]([CH3:21])([CH3:20])[CH3:19])[CH2:9]1)=[O:7])([CH3:4])([CH3:3])[CH3:2]. Solvent: CS(=O)C (dimethylsulfoxide), ClCCl (dichloromethane). Reaction conditions: time 20 minute. The reactants are C(C)(C)(C)OC(=O)N1C[C@@H](OC[C@@H]1CO)OCC(C)(C)C ((2R,5S)-2-(2,2-dimethylpropoxy)-5-hydroxymethylmorpholine-4-carboxylic acid tert-butyl ester), C(C)(C)N(C(C)C)CC (N,N-diisopropylethylamine). The reactants are C(C)OC(CC1(CN(C1)C(=O)OC(C)(C)C)NS(=O)(=O)C1=CC=C(C=C1)CCCCC)=O (tert-Butyl 3-(2-ethoxy-2-oxoethyl)-3-(4-pentylphenylsulfonamido)azetidine-1-carboxylate), C(=O)(C(F)(F)F)O (TFA). The yield is 83.5%. Conditions: time 4 hour. The solvent is C(Cl)Cl (DCM). Product: C(CCCC)C1=CC=C(C=C1)S(=O)(=O)NC1(CNC1)CC(=O)OCC (ethyl 2-(3-(4-pentylphenylsulfonamido)azetidin-3-yl)acetate). Reaction SMILES: [CH2:1]([O:3][C:4](=[O:32])[CH2:5][C:6]1([NH:17][S:18]([C:21]2[CH:26]=[CH:25][C:24]([CH2:27][CH2:28][CH2:29][CH2:30][CH3:31])=[CH:23][CH:22]=2)(=[O:20])=[O:19])[CH2:9][N:8](C(OC(C)(C)C)=O)[CH2:7]1)[CH3:2].C(O)(C(F)(F)F)=O>C(Cl)Cl>[CH2:27]([C:24]1[CH:23]=[CH:22][C:21]([S:18]([NH:17][C:6]2([CH2:5][C:4]([O:3][CH2:1][CH3:2])=[O:32])[CH2:9][NH:8][CH2:7]2)(=[O:20])=[O:19])=[CH:26][CH:25]=1)[CH2:28][CH2:29][CH2:30][CH3:31]. Procedure: tert-Butyl 3-(2-ethoxy-2-oxoethyl)-3-(4-pentylphenylsulfonamido)azetidine-1-carboxylate (79 mg, 0.169 mmol) was dissolved into DCM (4 mL). The solution was treated with TFA (0.3 mL). The mixture was stirred at room temperature for 4 h. DCM was removed under vacuum. Ethyl acetate (25 mL) was added and the solution was washed with saturated sodium bicarbonate (2×5 mL), water (10 mL), brine (10 mL), dried over MgSO4 and concentrated to afford the title compound as a white powder (52 mg, 84%). 1H NM... The reactants are Cc1ccc2sc(-c3ccc(-c4ccccc4)c(C(F)(F)F)c3)c(Cl)c2c1, ClC(Cl)(Cl)Cl, CC(C)(C#N)N=NC(C)(C)C#N, O=C1CCC(=O)N1Br. The product is FC(F)(F)c1cc(-c2sc3ccc(CBr)cc3c2Cl)ccc1-c1ccccc1. RXN SMILES: [Cl:1][c:2]1[c:3]2[c:4]([s:5][c:6]1-[c:7]1[cH:8][c:9]([C:19]([F:20])([F:21])[F:22])[c:10](-[c:13]3[cH:14][cH:15][cH:16][cH:17][cH:18]3)[cH:11][cH:12]1)[cH:23][cH:24][c:25]([CH3:27])[cH:26]2.[Cl:48][C:49]([Cl:50])([Cl:51])[Cl:52].[N:36]#[C:37][C:38]([N:39]=[N:40][C:41]([C:42]#[N:43])([CH3:44])[CH3:45])([CH3:46])[CH3:47].[O:28]=[C:29]1[N:30]([Br:35])[C:31](=[O:32])[CH2:33][CH2:34]1>>[Cl:1][c:2]1[c:3]2[c:4]([s:5][c:6]1-[c:7]1[cH:8][c:9]([C:19]([F:20])([F:21])[F:22])[c:10](-[c:13]3[cH:14][cH:15][cH:16][cH:17][cH:18]3)[cH:11][cH:12]1)[cH:23][cH:24][c:25]([CH2:27][Br:35])[cH:26]2. Reactants: [OH-].[Na+] (sodium hydroxide), P(=O)(Cl)(Cl)Cl (phosphorus oxychloride), CN(C=O)C (N,N-dimethyl formamide), BrC=1C2=C(C=C3C=CNC13)CC(CC2)N(CCC)CCC ((9-Bromo-5,6,7,8-tetrahydro-1H-benzo[f]indol-6-yl)-dipropyl amine), CN(C=O)C (N,N-dimethyl formamide). The solvent is O (water). Conditions: time 30 minute. Product: BrC=1C2=C(C=C3C(=CNC13)C=O)CC(CC2)N(CCC)CCC (9-Bromo-6-dipropylamino-5,6,7,8-tetrahydro-1H-benzo[f]indol-3-carbaldehyde). RXN SMILES: [Br:1][C:2]1[C:3]2[CH2:14][CH2:13][CH:12]([N:15]([CH2:19][CH2:20][CH3:21])[CH2:16][CH2:17][CH3:18])[CH2:11][C:4]=2[CH:5]=[C:6]2[C:10]=1[NH:9][CH:8]=[CH:7]2.P(Cl)(Cl)(Cl)=O.[OH-].[Na+].CN(C)[CH:31]=[O:32]>O>[Br:1][C:2]1[C:3]2[CH2:14][CH2:13][CH:12]([N:15]([CH2:19][CH2:20][CH3:21])[CH2:16][CH2:17][CH3:18])[CH2:11][C:4]=2[CH:5]=[C:6]2[C:10]=1[NH:9][CH:8]=[C:7]2[CH:31]=[O:32] |f:2.3|. Reported procedure: A solution of (9-Bromo-5,6,7,8-tetrahydro-1H-benzo[f]indol-6-yl)-dipropyl amine (50 mg, 0.14 mmol) in N,N-dimethyl formamide (3 mL) was cooled to 0° C. To this solution was added a cooled solution of phosphorus oxychloride (26 μL, 0.28 mmol) in N,N-dimethyl formamide (1 mL), which had been prepared 20 minutes previous to use. The mixture was stirred at ambient temperature for 30 minutes and then for 30 minutes at 50° C. an additional 30 minutes. The reaction mixture was then treated with a 1M so... Starting materials: N1C=NC=C1 (imidazole), CC1=NOC(=C1C1=CC(=C(C(=C1)N)N)I)C (5-(3,5-dimethylisoxazol-4-yl)-3-iodobenzene-1,2-diamine), C(=O)(C=1NC=CN1)C=1NC=CN1 (carbonyl diimidazole). The reagents and catalysts are CN(C)C=1C=CN=CC1 (DMAP), CN(C)C=1C=CN=CC1 (DMAP). The solvent is C1CCOC1 (THF). The product is CC1=NOC(=C1C=1C=C(C2=C(NC(N2)=O)C1)I)C (6-(3,5-dimethylisoxazol-4-yl)-4-iodo-1H-benzo[d]imidazol-2(3H)-one). RXN SMILES: [CH3:1][C:2]1[C:6]([C:7]2[CH:12]=[C:11]([NH2:13])[C:10]([NH2:14])=[C:9]([I:15])[CH:8]=2)=[C:5]([CH3:16])[O:4][N:3]=1.[C:17](C1NC=CN=1)(C1NC=CN=1)=[O:18].N1C=CN=C1>CN(C1C=CN=CC=1)C.C1COCC1>[CH3:1][C:2]1[C:6]([C:7]2[CH:8]=[C:9]([I:15])[C:10]3[NH:14][C:17](=[O:18])[NH:13][C:11]=3[CH:12]=2)=[C:5]([CH3:16])[O:4][N:3]=1. Procedure: A mixture of 5-(3,5-dimethylisoxazol-4-yl)-3-iodobenzene-1,2-diamine (15 g, 45.6 mmol, 1.0 eq), DMAP (2.9 g, 22.7 mmol, 0.5 eq) and carbonyl diimidazole (11.0 g, 68.4 mmol, 1.5 eq) in THF (200 mL) was refluxed for 3 h. The reaction was cooled to room temperature, purified by flash column chromatography to give a solid, which contained some imidazole and DMAP. The solid was triturated with THF (2×) and filtered to afford 6-(3,5-dimethylisoxazol-4-yl)-4-iodo-1H-benzo[d]imidazol-2(3H)-one. LC-MS: 3... Starting materials: COC1=C(C=C(C=C1)NC(C)=O)C=1N(N=CC1)C (N-[4-methoxy-3-(2-methyl-2H-pyrazol-3-yl)-phenyl]-acetamide), B(Br)(Br)Br (BBr3). The solvent is ClCCCl (1,2-dichloroethane). Run at time 3 hour. Yields the product OC1=C(C=C(C=C1)NC(C)=O)C=1N(N=CC1)C (N-[4-hydroxy-3-(2-methyl-2H-pyrazol-3-yl)-phenyl]-acetamide). The yield is 21.0%. RXN SMILES: C[O:2][C:3]1[CH:8]=[CH:7][C:6]([NH:9][C:10](=[O:12])[CH3:11])=[CH:5][C:4]=1[C:13]1[N:14]([CH3:18])[N:15]=[CH:16][CH:17]=1.B(Br)(Br)Br>ClCCCl>[OH:2][C:3]1[CH:8]=[CH:7][C:6]([NH:9][C:10](=[O:12])[CH3:11])=[CH:5][C:4]=1[C:13]1[N:14]([CH3:18])[N:15]=[CH:16][CH:17]=1. Procedure details: To a suspension of N-[4-methoxy-3-(2-methyl-2H-pyrazol-3-yl)-phenyl]-acetamide (2.57 g, 10.48 mmol) in 1,2-dichloroethane (75 mL) was added BBr3 (10 mL, 106 mmol) and stirred for three hours. The nonhomogeneous suspension was heated to reflux for 15 minutes and then cooled to room temperature. The reaction was quenched by slow addition of methanol. The resulting material was purified by HPLC. The product was dried in vacuo to afford N-[4-hydroxy-3-(2-methyl-2H-pyrazol-3-yl)-phenyl]-acetamide as ... The reactants are O=C([O-])[O-], CN(C)C=O, Cc1nn(-c2cc(O)c(Cl)cc2Cl)c(=O)n1C(F)F, O=[N+]([O-])c1ccc(Cl)cc1, Cl, [K+], [K+]. Product: Cc1nn(-c2cc(Oc3ccc([N+](=O)[O-])cc3)c(Cl)cc2Cl)c(=O)n1C(F)F. Reaction SMILES: [C:20](=[O:21])([O-:22])[O-:23].[CH3:37][N:38]([CH3:39])[CH:40]=[O:41].[Cl:1][c:2]1[c:3](-[n:10]2[n:11][c:12]([CH3:19])[n:13]([CH:16]([F:17])[F:18])[c:14]2=[O:15])[cH:4][c:5]([OH:9])[c:6]([Cl:8])[cH:7]1.[Cl:26][c:27]1[cH:28][cH:29][c:30]([N+:33](=[O:34])[O-:35])[cH:31][cH:32]1.[ClH:36].[K+:24].[K+:25]>>[Cl:1][c:2]1[c:3](-[n:10]2[n:11][c:12]([CH3:19])[n:13]([CH:16]([F:17])[F:18])[c:14]2=[O:15])[cH:4][c:5]([O:9][c:27]2[cH:28][cH:29][c:30]([N+:33](=[O:34])[O-:35])[cH:31][cH:32]2)[c:6]([Cl:8])[cH:7]1. The reactants are CN1CCN(CCCBr)CC1, O=C([O-])[O-], CC(C)(C)OC(=O)c1ccc(-c2ccccc2)cc1NC(=O)c1cc(O)ccc1OCc1ccccc1, CN(C)C=O, ClC(Cl)Cl, [K+], [K+], O. Product: CN1CCN(CCCOc2ccc(OCc3ccccc3)c(C(=O)Nc3cc(-c4ccccc4)ccc3C(=O)OC(C)(C)C)c2)CC1. RXN SMILES: [Br:12][CH2:13][CH2:14][CH2:15][N:16]1[CH2:17][CH2:18][N:19]([CH3:22])[CH2:20][CH2:21]1.[C:6](=[O:7])([O-:8])[O-:9].[CH2:23]([c:24]1[cH:25][cH:26][cH:27][cH:28][cH:29]1)[O:30][c:31]1[c:32]([C:33](=[O:34])[NH:35][c:36]2[c:37]([C:38](=[O:39])[O:40][C:41]([CH3:42])([CH3:43])[CH3:44])[cH:45][cH:46][c:47](-[c:49]3[cH:50][cH:51][cH:52][cH:53][cH:54]3)[cH:48]2)[cH:55][c:56]([OH:59])[cH:57][cH:58]1.[CH3:1][N:2]([CH3:3])[CH:4]=[O:5].[CH:60]([Cl:61])([Cl:62])[Cl:63].[K+:10].[K+:11].[OH2:64]>>[CH2:13]([CH2:14][CH2:15][N:16]1[CH2:17][CH2:18][N:19]([CH3:22])[CH2:20][CH2:21]1)[O:59][c:56]1[cH:55][c:32]([C:33](=[O:34])[NH:35][c:36]2[c:37]([C:38](=[O:39])[O:40][C:41]([CH3:42])([CH3:43])[CH3:44])[cH:45][cH:46][c:47](-[c:49]3[cH:50][cH:51][cH:52][cH:53][cH:54]3)[cH:48]2)[c:31]([O:30][CH2:23][c:24]2[cH:25][cH:26][cH:27][cH:28][cH:29]2)[cH:58][cH:57]1. Starting materials: Cl, O=[N+]([O-])c1ccc(CBr)cc1, Cc1cc(O)c(S)c(=O)o1, c1ccncc1. The product is Cc1cc(O)c(SCc2ccc([N+](=O)[O-])cc2)c(=O)o1. Reaction SMILES: [ClH:22].[N+:11](=[O:12])([O-:13])[c:14]1[cH:15][cH:16][c:17]([CH2:18][Br:19])[cH:20][cH:21]1.[OH:1][c:2]1[c:3]([SH:10])[c:4](=[O:9])[o:5][c:6]([CH3:8])[cH:7]1.[cH:23]1[cH:24][cH:25][n:26][cH:27][cH:28]1>>[OH:1][c:2]1[c:3]([S:10][CH2:18][c:17]2[cH:16][cH:15][c:14]([N+:11](=[O:12])[O-:13])[cH:21][cH:20]2)[c:4](=[O:9])[o:5][c:6]([CH3:8])[cH:7]1.